The task is: describe an organic reaction: reactants, conditions, products, and yield. This data is from the Open Reaction Database (ORD), a public repository of structured organic reaction records. Starting materials: C(C1=CC=CC=C1)OC(=O)C=1C(C(=C(NC1C)C)C(=O)OC1CCCC1)C1=C(C=CC=C1)[N+](=O)[O-] (2,6-dimethyl-3-cyclopentyloxycarbonyl-4-(2'-nitrophenyl)-1,4-dihydropyridine-5-carboxylic acid benzyl ester). The solvent is C(C)O (ethanol), C(C)O (ethanol). Product: 2'-nitrobenzylideneacetoacetic acid cyclopentyl ester, C(C1=CC=CC=C1)OC(\C=C(\C)/N)=O (β-aminocrotonic acid benzyl ester). Isolated yield 73.0%. Reaction SMILES: [CH2:1]([O:8][C:9]([C:11]1C(C2C=CC=CC=2[N+]([O-])=O)C(C(OC2CCCC2)=O)=C(C)[NH:15][C:16]=1[CH3:17])=[O:10])[C:2]1[CH:7]=[CH:6][CH:5]=[CH:4][CH:3]=1>C(O)C>[CH2:1]([O:8][C:9](=[O:10])/[CH:11]=[C:16](\[NH2:15])/[CH3:17])[C:2]1[CH:7]=[CH:6][CH:5]=[CH:4][CH:3]=1. Reported procedure: Analogously to Example 1 heating a solution of 75 mmols of 2'-nitrobenzylideneacetoacetic acid cyclopentyl ester and 75 mmols of β-aminocrotonic acid benzyl ester in 120 ml of ethanol gave 2,6-dimethyl-3-cyclopentyloxycarbonyl-4-(2'-nitrophenyl)-1,4-dihydropyridine-5-carboxylic acid benzyl ester of melting point 111° C (from ethanol). The reactants are BrN1C(CCC1=O)=O (1-Bromo-2,5-pyrrolidinedione), ClC=1C=C2C(=C(N(C2=CC1)CC(=O)O)C)C1=CC=NC2=CC(=CC=C12)Cl ([5-chloro-3-(7-chloroquinolin-4-yl)-2-methyl-1H-indol-1-yl]acetic acid). The solvent is CN(C)C=O (DMF), CO (methanol). The product is ClC=1C=C2C(=C(N(C2=CC1)CC(=O)O)COC)C1=CC=NC2=CC(=CC=C12)Cl (5-Chloro-3-(7-chloro-4-quinolinyl)-2-(methoxymethyl)-1H-indole-1-acetic acid). Reaction SMILES: BrN1[C:6](=[O:7])CCC1=O.[Cl:9][C:10]1[CH:11]=[C:12]2[C:16](=[CH:17][CH:18]=1)[N:15]([CH2:19][C:20]([OH:22])=[O:21])[C:14]([CH3:23])=[C:13]2[C:24]1[C:33]2[C:28](=[CH:29][C:30]([Cl:34])=[CH:31][CH:32]=2)[N:27]=[CH:26][CH:25]=1>CN(C=O)C.CO>[Cl:9][C:10]1[CH:11]=[C:12]2[C:16](=[CH:17][CH:18]=1)[N:15]([CH2:19][C:20]([OH:22])=[O:21])[C:14]([CH2:23][O:7][CH3:6])=[C:13]2[C:24]1[C:33]2[C:28](=[CH:29][C:30]([Cl:34])=[CH:31][CH:32]=2)[N:27]=[CH:26][CH:25]=1. Procedure: 1-Bromo-2,5-pyrrolidinedione (0.26 g) was added to a solution of the product from Example 27 step b) (0.5 g) in DMF (5 ml) and methanol (2 ml), and the solution stirred for 1 h. The solvents were evaporated in vacuo and the residue purified by reverse phase HPLC. After evaporation in vacuo the oily residue was treated with ether to give a solid which was filtered and dried to yield the title compound as a white solid (48 mg). Reactants: CN1CCCC1=O, O=C(Nc1nc2ccc(OS(=O)(=O)c3ccc(F)cc3)cc2s1)C1CC1, CC(C)N(CCN)C(C)C. Yields the product CC(C)N(CCNc1ccc(S(=O)(=O)Oc2ccc3nc(NC(=O)C4CC4)sc3c2)cc1)C(C)C. Reaction SMILES: [CH3:37][N:38]1[CH2:39][CH2:40][CH2:41][C:42]1=[O:43].[CH:1]1([C:4](=[O:5])[NH:6][c:7]2[s:8][c:9]3[c:10]([n:11]2)[cH:12][cH:13][c:14]([O:16][S:17](=[O:18])(=[O:19])[c:20]2[cH:21][cH:22][c:23]([F:26])[cH:24][cH:25]2)[cH:15]3)[CH2:2][CH2:3]1.[CH:27]([CH3:28])([CH3:29])[N:30]([CH2:31][CH2:32][NH2:33])[CH:34]([CH3:35])[CH3:36]>>[CH:1]1([C:4](=[O:5])[NH:6][c:7]2[s:8][c:9]3[c:10]([n:11]2)[cH:12][cH:13][c:14]([O:16][S:17](=[O:18])(=[O:19])[c:20]2[cH:21][cH:22][c:23]([NH:33][CH2:32][CH2:31][N:30]([CH:27]([CH3:28])[CH3:29])[CH:34]([CH3:35])[CH3:36])[cH:24][cH:25]2)[cH:15]3)[CH2:2][CH2:3]1. The reactants are CC(=O)O, CCOC(=O)c1[nH]ccc1N, Cc1ccc2[nH]c(C=O)nc2c1C, CO, [Na+], [OH-]. Product: CCOC(=O)c1[nH]ccc1NCc1nc2c(C)c(C)ccc2[nH]1. Reaction SMILES: [C:25]([OH:26])(=[O:27])[CH3:28].[CH2:1]([CH3:2])[O:3][C:4](=[O:5])[c:6]1[nH:7][cH:8][cH:9][c:10]1[NH2:11].[CH3:12][c:13]1[c:14]([CH3:24])[cH:15][cH:16][c:17]2[nH:18][c:19]([CH:22]=[O:23])[n:20][c:21]12.[CH3:31][OH:32].[Na+:30].[OH-:29]>>[CH2:1]([CH3:2])[O:3][C:4](=[O:5])[c:6]1[nH:7][cH:8][cH:9][c:10]1[NH:11][CH2:22][c:19]1[nH:18][c:17]2[cH:16][cH:15][c:14]([CH3:24])[c:13]([CH3:12])[c:21]2[n:20]1. The reactants are C(C)OC([C@H](CC1=CC=C(C=C1)OC(C)(C)C(=O)O)OC)=O ((2S)-3-[4-(1-carboxy-1-methyl-ethoxy)-phenyl]-2-methoxy-propionic acid ethyl ester), COC1=C(C=C(C=C1)OC)CCN (2-(2,5-dimethoxy-phenyl)-ethylamine), C(C)O[C@H](C(=O)O)CC1=CC=C(C=C1)O[C@H](C)C(NCCC1=CC=C(C=C1)OC1=CC=CC=C1)=O ((2S,1R)-2-ethoxy-3-(4-{1-[2-(4-phenoxy-phenyl)-ethylcarbamoyl]-ethoxy}-phenyl)-propionic acid). Product: COC1=C(C=C(C=C1)OC)CCNC(=O)C(C)(OC1=CC=C(C=C1)C[C@@H](C(=O)O)OC)C ((2S)-3-(4-{1-[2-(2,5-dimethoxy-phenyl)-ethylcarbamoyl]-1-methyl-ethoxy}-phenyl)-2-methoxy-propionic acid). RXN SMILES: C([O:3][C:4](=[O:22])[C@@H:5]([O:20][CH3:21])[CH2:6][C:7]1[CH:12]=[CH:11][C:10]([O:13][C:14]([C:17]([OH:19])=O)([CH3:16])[CH3:15])=[CH:9][CH:8]=1)C.[CH3:23][O:24][C:25]1[CH:30]=[CH:29][C:28]([O:31][CH3:32])=[CH:27][C:26]=1[CH2:33][CH2:34][NH2:35].C(O[C@@H](CC1C=CC(O[C@@H](C(=O)NCCC2C=CC(OC3C=CC=CC=3)=CC=2)C)=CC=1)C(O)=O)C>>[CH3:23][O:24][C:25]1[CH:30]=[CH:29][C:28]([O:31][CH3:32])=[CH:27][C:26]=1[CH2:33][CH2:34][NH:35][C:17]([C:14]([CH3:15])([O:13][C:10]1[CH:9]=[CH:8][C:7]([CH2:6][C@H:5]([O:20][CH3:21])[C:4]([OH:3])=[O:22])=[CH:12][CH:11]=1)[CH3:16])=[O:19]. Procedure: The title compound was prepared from (2S)-3-[4-(1-carboxy-1-methyl-ethoxy)-phenyl]-2-methoxy-propionic acid ethyl ester (PREPARATION 5, step 2) and 2-(2,5-dimethoxy-phenyl)-ethylamine via the same procedure used for the preparation of (2S,1R)-2-ethoxy-3-(4-{1-[2-(4-phenoxy-phenyl)-ethylcarbamoyl]-ethoxy}-phenyl)-propionic acid (Example 1, step 3) to produce a colorless oil. MS (ES) for C24H31NO7 [M−H]−: 445. Reactants: CCCCO, O=[N+]([O-])c1ccc(Cl)cc1, C1CNCCNC1. The product is O=[N+]([O-])c1ccc(N2CCCNCC2)cc1. RXN SMILES: [CH2:18]([OH:19])[CH2:20][CH2:21][CH3:22].[Cl:8][c:9]1[cH:10][cH:11][c:12]([N+:15](=[O:16])[O-:17])[cH:13][cH:14]1.[NH:1]1[CH2:2][CH2:3][NH:4][CH2:5][CH2:6][CH2:7]1>>[N:1]1([c:9]2[cH:10][cH:11][c:12]([N+:15](=[O:16])[O-:17])[cH:13][cH:14]2)[CH2:2][CH2:3][NH:4][CH2:5][CH2:6][CH2:7]1.